From a dataset of the Open Reaction Database (ORD), a public repository of structured organic reaction records. describe an organic reaction: reactants, conditions, products, and yield Starting materials: CC(C)(C)c1ccc([N+](=O)[O-])cc1S(=O)(=O)Cl, [NH4+], [OH-], O. Product: CC(C)(C)c1ccc([N+](=O)[O-])cc1S(N)(=O)=O. As a reaction SMILES: [C:1]([CH3:2])([CH3:3])([CH3:4])[c:5]1[c:6]([S:14](=[O:15])(=[O:16])[Cl:17])[cH:7][c:8]([N+:11](=[O:12])[O-:13])[cH:9][cH:10]1.[NH4+:19].[OH-:18].[OH2:20]>>[C:1]([CH3:2])([CH3:3])([CH3:4])[c:5]1[c:6]([S:14](=[O:15])(=[O:16])[NH2:19])[cH:7][c:8]([N+:11](=[O:12])[O-:13])[cH:9][cH:10]1.